This data is from the Open Reaction Database (ORD), a public repository of structured organic reaction records. The task is: describe an organic reaction: reactants, conditions, products, and yield Reactants: O=C([O-])[O-], CC(C)=O, Cl, CI, [K+], [K+], O, Cc1c(S)oc2ccccc2c1=O. The product is CSc1oc2ccccc2c(=O)c1C. Reaction SMILES: [C:14](=[O:15])([O-:16])[O-:17].[CH3:23][C:24](=[O:25])[CH3:26].[ClH:22].[I:20][CH3:21].[K+:18].[K+:19].[OH2:27].[SH:1][c:2]1[o:3][c:4]2[cH:5][cH:6][cH:7][cH:8][c:9]2[c:10](=[O:13])[c:11]1[CH3:12]>>[S:1]([c:2]1[o:3][c:4]2[cH:5][cH:6][cH:7][cH:8][c:9]2[c:10](=[O:13])[c:11]1[CH3:12])[CH3:14]. Reactants: C(C)(=O)O[BH-](OC(C)=O)OC(C)=O.[Na+] (sodium triacetoxyborohydride), C(C)(=O)O[BH-](OC(C)=O)OC(C)=O.[Na+] (sodium triacetoxyborohydride), C(O)([O-])=O.[Na+] (sodium hydrogen carbonate), NC1CCN(CC1)CCN1C(C=NC2=CC=C(C=C12)OC)=O (1-(2-(4-aminopiperidin-1-yl)ethyl)-7-methoxyquinoxalin-2(1H)-one), C(=O)C=1C=CC(=C(C1)NC(OC(C)(C)C)=O)C (tert-butyl (5-formyl-2-methylphenyl)carbamate), C(C)(=O)O[BH-](OC(C)=O)OC(C)=O.[Na+] (sodium triacetoxyborohydride). Run in C(C)(=O)O (acetic acid), C(C)(=O)O (acetic acid), C(Cl)(Cl)Cl (chloroform), C(C)(=O)O (acetic acid), C(Cl)Cl (methylene chloride). Run at time 30 minute. Yields the product COC1=CC=C2N=CC(N(C2=C1)CCN1CCC(CC1)NCC=1C=CC(=C(C1)NC(OC(C)(C)C)=O)C)=O (tert-butyl (5-(((1-(2-(7-methoxy-2-oxoquinoxalin-1(2H)-yl)ethyl)piperidin-4-yl)amino)methyl)-2-methylphenyl)carbamate). Yield: 81.2%. RXN SMILES: [NH2:1][CH:2]1[CH2:7][CH2:6][N:5]([CH2:8][CH2:9][N:10]2[C:19]3[C:14](=[CH:15][CH:16]=[C:17]([O:20][CH3:21])[CH:18]=3)[N:13]=[CH:12][C:11]2=[O:22])[CH2:4][CH2:3]1.[CH:23]([C:25]1[CH:26]=[CH:27][C:28]([CH3:39])=[C:29]([NH:31][C:32](=[O:38])[O:33][C:34]([CH3:37])([CH3:36])[CH3:35])[CH:30]=1)=O.C(O[BH-](OC(=O)C)OC(=O)C)(=O)C.[Na+].C(=O)([O-])O.[Na+]>C(Cl)(Cl)Cl.C(O)(=O)C.C(Cl)Cl>[CH3:21][O:20][C:17]1[CH:18]=[C:19]2[C:14]([N:13]=[CH:12][C:11](=[O:22])[N:10]2[CH2:9][CH2:8][N:5]2[CH2:4][CH2:3][CH:2]([NH:1][CH2:23][C:25]3[CH:26]=[CH:27][C:28]([CH3:39])=[C:29]([NH:31][C:32](=[O:38])[O:33][C:34]([CH3:35])([CH3:36])[CH3:37])[CH:30]=3)[CH2:7][CH2:6]2)=[CH:15][CH:16]=1 |f:2.3,4.5|. Reported procedure: To 10 mL of a methylene chloride solution containing 0.20 g of 1-(2-(4-aminopiperidin-1-yl)ethyl)-7-methoxyquinoxalin-2(1H)-one, 0.19 g of tert-butyl (5-formyl-2-methylphenyl)carbamate and 45 μL of acetic acid were added, and stirred for 30 min. To the reaction mixture, 0.21 g of sodium triacetoxyborohydride was added, and stirred for 10 hours. After allowed to stand overnight, 45 μl of acetic acid was added and stirred for 40 min, then 0.17 g of sodium triacetoxyborohydride was added, and stirr... Starting materials: CO, COC(=O)CCc1cnc(C(CC(C)C)NC(=O)Cc2ccc(NC(=O)Nc3ccccc3C)cc2)s1, Cl, Cl, [K+], NO, [OH-]. Product: Cc1ccccc1NC(=O)Nc1ccc(CC(=O)NC(CC(C)C)c2ncc(CCC(=O)NO)s2)cc1. Reaction SMILES: [CH3:44][OH:45].[CH3:6][O:7][C:8]([CH2:9][CH2:10][c:11]1[cH:12][n:13][c:14]([CH:16]([CH2:17][CH:18]([CH3:19])[CH3:20])[NH:21][C:22]([CH2:23][c:24]2[cH:25][cH:26][c:27]([NH:30][C:31](=[O:32])[NH:33][c:34]3[c:35]([CH3:40])[cH:36][cH:37][cH:38][cH:39]3)[cH:28][cH:29]2)=[O:41])[s:15]1)=[O:42].[ClH:1].[ClH:43].[K+:5].[NH2:2][OH:3].[OH-:4]>>[NH:2]([OH:3])[C:8]([CH2:9][CH2:10][c:11]1[cH:12][n:13][c:14]([CH:16]([CH2:17][CH:18]([CH3:19])[CH3:20])[NH:21][C:22]([CH2:23][c:24]2[cH:25][cH:26][c:27]([NH:30][C:31](=[O:32])[NH:33][c:34]3[c:35]([CH3:40])[cH:36][cH:37][cH:38][cH:39]3)[cH:28][cH:29]2)=[O:41])[s:15]1)=[O:42].